This data is from the Open Reaction Database (ORD), a public repository of structured organic reaction records. The task is: describe an organic reaction: reactants, conditions, products, and yield Starting materials: ClC=1C=CC2=C(C(=CC3=C(S2)C=CC=C3)C#CCN3CCN(CC3)CCO)C1 (2-{4-[3-(8-chloro-dibenzo[b,f]thiepin-10-yl)-2-propynyl]-1-piperazinyl}-ethanol), C(C)(=O)OC(C)=O (acetic anhydride). Product: C(C)(=O)OCCN1CCN(CC1)CC#CC1=CC2=C(SC3=C1C=C(C=C3)Cl)C=CC=C2 (2-{4-[3-(8-chloro-dibenzo[b,f]thiepin-10-yl)-2-propynyl]-1-piperazinyl}-ethyl acetate). RXN SMILES: [Cl:1][C:2]1[CH:3]=[CH:4][C:5]2[S:11][C:10]3[CH:12]=[CH:13][CH:14]=[CH:15][C:9]=3[CH:8]=[C:7]([C:16]#[C:17][CH2:18][N:19]3[CH2:24][CH2:23][N:22]([CH2:25][CH2:26][OH:27])[CH2:21][CH2:20]3)[C:6]=2[CH:28]=1.[C:29](OC(=O)C)(=[O:31])[CH3:30]>>[C:29]([O:27][CH2:26][CH2:25][N:22]1[CH2:21][CH2:20][N:19]([CH2:18][C:17]#[C:16][C:7]2[C:6]3[CH:28]=[C:2]([Cl:1])[CH:3]=[CH:4][C:5]=3[S:11][C:10]3[CH:12]=[CH:13][CH:14]=[CH:15][C:9]=3[CH:8]=2)[CH2:24][CH2:23]1)(=[O:31])[CH3:30]. Procedure details: A solution of 5.0 g. of 2-{4-[3-(8-chloro-dibenzo[b,f]thiepin-10-yl)-2-propynyl]-1-piperazinyl}-ethanol in 50 ml. of acetic anhydride is heated for 15 minutes on a steam-bath. After evaporation of the excess acetic anhydride under greatly reduced pressure, the resulting oil is taken up in ether and washed with saturated sodium bicarbonate solution. By concentration of the ethereal phase, there is obtained 2-{4-[3-(8-chloro-dibenzo[b,f]thiepin-10-yl)-2-propynyl]-1-piperazinyl}-ethyl acetate which...